Dataset: the Open Reaction Database (ORD), a public repository of structured organic reaction records. Task: describe an organic reaction: reactants, conditions, products, and yield The reactants are COC(C(CC1CCCC1)C1=CC=C(C=C1)C#CC1=NC=CC=C1)=O (3-cyclopentyl-2-(4-pyridin-2-ylethynyl-phenyl)-propionic acid methyl ester), [OH-].[Li+] (lithium hydroxide), [OH-].[Li+] (lithium hydroxide). The solvent is CO (methanol), O (water), O1CCCC1 (tetrahydrofuran), O (water). Conditions: temperature 25 celsius, time 60 hour. Yields the product C1(CCCC1)CC(C(=O)O)C1=CC=C(C=C1)C#CC1=NC=CC=C1 (3-cyclopentyl-2-(4-pyridin-2-ylethynyl-phenyl)-propionic acid). Yield: 98.0%. Reaction SMILES: C[O:2][C:3](=[O:25])[CH:4]([C:11]1[CH:16]=[CH:15][C:14]([C:17]#[C:18][C:19]2[CH:24]=[CH:23][CH:22]=[CH:21][N:20]=2)=[CH:13][CH:12]=1)[CH2:5][CH:6]1[CH2:10][CH2:9][CH2:8][CH2:7]1.[OH-].[Li+]>CO.O.O1CCCC1>[CH:6]1([CH2:5][CH:4]([C:11]2[CH:12]=[CH:13][C:14]([C:17]#[C:18][C:19]3[CH:24]=[CH:23][CH:22]=[CH:21][N:20]=3)=[CH:15][CH:16]=2)[C:3]([OH:25])=[O:2])[CH2:10][CH2:9][CH2:8][CH2:7]1 |f:1.2|. Procedure details: A solution of 3-cyclopentyl-2-(4-pyridin-2-ylethynyl-phenyl)-propionic acid methyl ester (930 mg, 2.79 mmol) in methanol (5 mL), water (2 mL) and tetrahydrofuran (1 mL) was treated with lithium hydroxide (80 mg, 1.90 mmol). The reaction mixture was stirred at 25° C. for 60 h. At this time, additional lithium hydroxide (100 mg, 2.38 mmol) was added. The reaction was stirred at 25° C. for 3 h. At this time, the reaction was diluted with water (10 mL) and then concentrated in vacuo. The resulting a... Reactants: [Cl-].[Li+].C(C)(C)[Mg]Cl (isopropylmagnesium chloride lithium chloride), IC1=CC(=NC=C1)C(F)(F)F (4-iodo-2-(trifluoromethyl)pyridine), C(C)OC=1C(=NN(N1)C1=CC=C(C=C1)F)C(=O)N(C)OC (5-ethoxy-2-(4-fluorophenyl)-N-methoxy-N-methyl-2H-1,2,3-triazole-4-carboxamide), C(C)OC=1C(=NN(N1)C1=CC=C(C=C1)F)C(=O)N(C)OC (5-ethoxy-2-(4-fluorophenyl)-N-methoxy-N-methyl-2H-1,2,3-triazole-4-carboxamide). Run in O1CCCC1 (tetrahydrofuran), O1CCCC1 (tetrahydrofuran). Reaction conditions: temperature 0 celsius, time 10 minute. The product is C(C)OC=1C(=NN(N1)C1=CC=C(C=C1)F)C(=O)C1=CC(=NC=C1)C(F)(F)F ([5-ethoxy-2-(4-fluorophenyl)-2H-1,2,3-triazol-4-yl][2-(trifluoromethyl)-4-pyridinyl]methanone). Reaction SMILES: [Cl-].[Li+].C([Mg]Cl)(C)C.I[C:9]1[CH:14]=[CH:13][N:12]=[C:11]([C:15]([F:18])([F:17])[F:16])[CH:10]=1.[CH2:19]([O:21][C:22]1[C:23]([C:34](N(OC)C)=[O:35])=[N:24][N:25]([C:27]2[CH:32]=[CH:31][C:30]([F:33])=[CH:29][CH:28]=2)[N:26]=1)[CH3:20]>O1CCCC1>[CH2:19]([O:21][C:22]1[C:23]([C:34]([C:9]2[CH:14]=[CH:13][N:12]=[C:11]([C:15]([F:18])([F:17])[F:16])[CH:10]=2)=[O:35])=[N:24][N:25]([C:27]2[CH:32]=[CH:31][C:30]([F:33])=[CH:29][CH:28]=2)[N:26]=1)[CH3:20] |f:0.1.2|. Procedure: A solution of isopropylmagnesium chloride lithium chloride complex (1.3 M in THF, 8.5 mL, 11.0 mmol) was added to a solution of 4-iodo-2-(trifluoromethyl)pyridine (3.0 g, 11.0 mmol) in tetrahydrofuran (10 mL) cooled to 0° C. After 10 minutes, the solution was stirred at 23° C. for 35 min. The dark reddish brown solution was then cooled to −78° C. A solution of 5-ethoxy-2-(4-fluorophenyl)-N-methoxy-N-methyl-2H-1,2,3-triazole-4-carboxamide (i.e. the product of Step B, 2.5 g, 8.5 mmol) in tetrahydr... The reactants are C(C)(=O)O.C(C)(=O)O.I(=O)C1=CC=CC=C1 (iodosobenzene diacetate), CSC1=CC=C(C=C1)[N+](=O)[O-] (1-methylsulphanyl-4-nitrobenzene), ClC=1C=C(C=NC1)S(=O)(=O)N (5-chloro-3-pyridinesulphonamide), [O-2].[Mg+2] (magnesium oxide), ClCCl (dichloromethane). The reagents and catalysts are CC(=O)[O-].CC(=O)[O-].CC(=O)[O-].CC(=O)[O-].[Rh+2].[Rh+2] (rhodium(II) acetate dimer). Reaction conditions: time 24 hour. Yields the product CS(=NS(=O)(=O)C=1C=NC=CC1Cl)C1=CC=C(C=C1)[N+](=O)[O-] ((RS)—S-Methyl-S-(4-nitrophenyl)-N-[(4-chloro-3-pyridyl)sulphonyl]sulphimide). Isolated yield 46.0%. RXN SMILES: C(O)(=O)C.C(O)(=O)C.I(C1C=CC=CC=1)=O.[CH3:17][S:18][C:19]1[CH:24]=[CH:23][C:22]([N+:25]([O-:27])=[O:26])=[CH:21][CH:20]=1.Cl[C:29]1[CH:30]=[C:31]([S:35]([NH2:38])(=[O:37])=[O:36])[CH:32]=[N:33][CH:34]=1.[O-2].[Mg+2].[Cl:41]CCl>CC([O-])=O.CC([O-])=O.CC([O-])=O.CC([O-])=O.[Rh+2].[Rh+2]>[CH3:17][S:18]([C:19]1[CH:20]=[CH:21][C:22]([N+:25]([O-:27])=[O:26])=[CH:23][CH:24]=1)=[N:38][S:35]([C:31]1[CH:32]=[N:33][CH:34]=[CH:29][C:30]=1[Cl:41])(=[O:37])=[O:36] |f:0.1.2,5.6,8.9.10.11.12.13|. Reported procedure: 879 mg (2.73 mmol) of iodosobenzene diacetate are added to a suspension of 300 mg (1.77 mmol) of 1-methylsulphanyl-4-nitrobenzene, 683 mg (3.55 mmol) of 5-chloro-3-pyridinesulphonamide, 285 mg (7.10 mmol) of magnesium oxide and 78 mg (0.18 mmol) of rhodium(II) acetate dimer in 12 ml of dichloromethane at room temperature. The mixture is stirred for 24 h and then concentrated. The resulting residue is purified by chromatography (dichloromethane/ethanol 95:5). 294 mg (0.82 mmol; yield: 46%) of the... Reaction SMILES: [CH2:31]1[O:32][CH2:33][CH2:34][O:35][CH2:36]1.[Cl:3][c:4]1[c:5]2[nH:6][c:7](=[O:30])[n:8]([CH:23]3[CH2:24][CH2:25][CH:26]([OH:29])[CH2:27][CH2:28]3)[c:9]2[n:10][c:11](-[n:13]2[cH:14][n:15][c:16]3[c:17]2[cH:18][c:19]([F:22])[cH:20][cH:21]3)[n:12]1.[K+:2].[OH-:1]>>[OH:1][c:4]1[c:5]2[nH:6][c:7](=[O:30])[n:8]([CH:23]3[CH2:24][CH2:25][CH:26]([OH:29])[CH2:27][CH2:28]3)[c:9]2[n:10][c:11](-[n:13]2[cH:14][n:15][c:16]3[c:17]2[cH:18][c:19]([F:22])[cH:20][cH:21]3)[n:12]1. The reactants are C1COCCO1, O=c1[nH]c2c(Cl)nc(-n3cnc4ccc(F)cc43)nc2n1C1CCC(O)CC1, [K+], [OH-]. Yields the product O=c1[nH]c2c(O)nc(-n3cnc4ccc(F)cc43)nc2n1C1CCC(O)CC1. Starting materials: C(C)(=O)O (acetic acid), [OH-].[K+] (potassium hydroxide), FC1=CC=C(C=O)C=C1 (4-fluorobenzaldehyde), C(C)(C)C(=O)C (methyl isopropyl ketone). Solvent: CO (methanol), O (water). Run at time 8 hour. Product: FC1=CC=C(C=C1)C=CC(C(C)C)=O (1-(4-Fluorophenyl)-4-methyl-pent-1-en-3-one). Reaction SMILES: [OH-].[K+].[F:3][C:4]1[CH:11]=[CH:10][C:7]([CH:8]=O)=[CH:6][CH:5]=1.[CH:12]([C:15]([CH3:17])=[O:16])([CH3:14])[CH3:13].C(O)(=O)C>CO.O>[F:3][C:4]1[CH:11]=[CH:10][C:7]([CH:8]=[CH:17][C:15](=[O:16])[CH:12]([CH3:14])[CH3:13])=[CH:6][CH:5]=1 |f:0.1|. Reported procedure: 75 ml of 15% strength potassium hydroxide solution are added dropwise to 198.4 g (1.6 mol) of freshly distilled 4-fluorobenzaldehyde and 137.6 g (1.6 mol) of methyl isopropyl ketone in 300 ml of methanol and the mixture is stirred overnight at room temperature. It is then neutralized using 10 ml of acetic acid, 1 l of water is added and the mixture is extracted using two 500 ml portions of ether. The combined organic phases are washed with 500 ml of saturated sodium chloride solution and dried o...